From a dataset of the Open Reaction Database (ORD), a public repository of structured organic reaction records. describe an organic reaction: reactants, conditions, products, and yield Starting materials: ClC=1C=C(C=CC1Cl)C1(CN(CC1)C(C1=CC(=C(C(=C1)OC)OC)OC)=O)CCN1CCC(CC1)(C(=O)O)C1=CC=CC=C1 (1-[2-[3-(3,4-Dichloro-phenyl)-1-(3,4,5-trimethoxy-benzoyl)-pyrrolidin-3-yl]-ethyl]-4-phenyl-piperidine-4-carboxylic acid), C(CCl)Cl (EDC), CCN(C(C)C)C(C)C (DIEA), CN(CCN)C (N,N-dimethylethylene-diamine), C=1C=CC2=C(C1)N=NN2O (HOBt). Solvent: ClCCl (dichloromethane). Run at time 72 hour. Yields the product CN(CCNC(=O)C1(CCN(CC1)CCC1(CN(CC1)C(C1=CC(=C(C(=C1)OC)OC)OC)=O)C1=CC(=C(C=C1)Cl)Cl)C1=CC=CC=C1)C (1-[2-[3-(3,4-dichloro-phenyl)-1-(3,4,5-trimethoxy-benzoyl)-pyrrolidin-3-yl]-ethyl]-4-phenyl-piperidine-4-carboxylic acid (2-dimethylamino-ethyl)-amide). As a reaction SMILES: [Cl:1][C:2]1[CH:3]=[C:4]([C:9]2([CH2:28][CH2:29][N:30]3[CH2:35][CH2:34][C:33]([C:39]4[CH:44]=[CH:43][CH:42]=[CH:41][CH:40]=4)([C:36](O)=[O:37])[CH2:32][CH2:31]3)[CH2:13][CH2:12][N:11]([C:14](=[O:27])[C:15]3[CH:20]=[C:19]([O:21][CH3:22])[C:18]([O:23][CH3:24])=[C:17]([O:25][CH3:26])[CH:16]=3)[CH2:10]2)[CH:5]=[CH:6][C:7]=1[Cl:8].[CH3:45][N:46]([CH3:50])[CH2:47][CH2:48][NH2:49].C1C=CC2N(O)N=NC=2C=1.C(Cl)CCl.CCN(C(C)C)C(C)C>ClCCl>[CH3:45][N:46]([CH3:50])[CH2:47][CH2:48][NH:49][C:36]([C:33]1([C:39]2[CH:44]=[CH:43][CH:42]=[CH:41][CH:40]=2)[CH2:32][CH2:31][N:30]([CH2:29][CH2:28][C:9]2([C:4]3[CH:5]=[CH:6][C:7]([Cl:8])=[C:2]([Cl:1])[CH:3]=3)[CH2:13][CH2:12][N:11]([C:14](=[O:27])[C:15]3[CH:20]=[C:19]([O:21][CH3:22])[C:18]([O:23][CH3:24])=[C:17]([O:25][CH3:26])[CH:16]=3)[CH2:10]2)[CH2:35][CH2:34]1)=[O:37]. Procedure: 1-[2-[3-(3,4-Dichloro-phenyl)-1-(3,4,5-trimethoxy-benzoyl)-pyrrolidin-3-yl]-ethyl]-4-phenyl-piperidine-4-carboxylic acid (0.2566 g, 0.4 mmol), N,N-dimethylethylene-diamine (0.05 mL, 0.48 mmol), HOBt (65 mg, 0.48 mmol), EDC (92 mg, 0.48 mmol), DIEA (0.08 mL, 0.48 mmol) were combined in dichloromethane (20 mL). The mixture was stirred for 72 h at ambient temperature. The mixture was extracted with H20. The organic phase was dried over MgSO4, filtered, and concentrated in vacuo to obtain a residue.... The reactants are C(C)OC([C@@H]([C@H]([C@H](CC1=CC=CC=C1)NC(=O)OC(C)(C)C)O)NCC1=CC=C(C=C1)OC)=O (4(S)-tert-butoxycarbonylamino-3(S)-hydroxy-2(R)-(4-methoxybenzylamino)-5-phenyl-pentanoic acid ethylester), [OH-].[Na+] (sodium hydroxide). The solvent is O1CCCC1 (tetrahydrofuran), O (water). Reaction conditions: time 16 hour. Product: C(C)(C)(C)OC(=O)N[C@H]([C@@H]([C@H](C(=O)O)NCC1=CC=C(C=C1)OC)O)CC1=CC=CC=C1 (4(S) -tert-Butoxycarbonylamino-3(S)-hydroxy-2(R)-(4-methoxybenzylamino)-5-phenyl-pentanoic acid). RXN SMILES: C([O:3][C:4](=[O:34])[C@H:5]([NH:24][CH2:25][C:26]1[CH:31]=[CH:30][C:29]([O:32][CH3:33])=[CH:28][CH:27]=1)[C@@H:6]([OH:23])[C@@H:7]([NH:15][C:16]([O:18][C:19]([CH3:22])([CH3:21])[CH3:20])=[O:17])[CH2:8][C:9]1[CH:14]=[CH:13][CH:12]=[CH:11][CH:10]=1)C.[OH-].[Na+]>O1CCCC1.O>[C:19]([O:18][C:16]([NH:15][C@@H:7]([CH2:8][C:9]1[CH:10]=[CH:11][CH:12]=[CH:13][CH:14]=1)[C@H:6]([OH:23])[C@@H:5]([NH:24][CH2:25][C:26]1[CH:27]=[CH:28][C:29]([O:32][CH3:33])=[CH:30][CH:31]=1)[C:4]([OH:34])=[O:3])=[O:17])([CH3:22])([CH3:20])[CH3:21] |f:1.2|. Reported procedure: 9 g of 4(S)-tert-butoxycarbonylamino-3(S)-hydroxy-2(R)-(4-methoxybenzylamino)-5-phenyl-pentanoic acid ethylester are dissolved in 300 ml of tetrahydrofuran and 22 ml of 1 N aqueous sodium hydroxide solution are added. The reaction mixture is stirred for 16 hours at room temperature and diluted with 300 ml of water. Tetrahydrofuran is evaporated and the aqueous solution is washed with ethyl acetate. Acidification with 1N HCl leads to a white precipitate which is filtered off and dried (m.p.: 203°...